Dataset: the Open Reaction Database (ORD), a public repository of structured organic reaction records. Task: describe an organic reaction: reactants, conditions, products, and yield Reported procedure: A mixture of 3-(3,4-dimethyl-phenyl)-acrylic acid (19.269 g; 109.355 mmol) and 10% palladium over activated charcoal (1.920 g) was placed under nitrogen before MeOH (300 ml) was carefully added. The resulting suspension was placed under vacuum, then under hydrogen (1 atm), and the reaction mixture was vigorously stirred at rt for 4 h. The reaction mixture was filtered over a pad of celite, and concentrated under reduced pressure to give the expected product 3-(3,4-dimethyl-phenyl)-propionic acid... Solvent: CO (MeOH). Reaction SMILES: [CH3:1][C:2]1[CH:3]=[C:4]([CH:9]=[CH:10][C:11]([OH:13])=[O:12])[CH:5]=[CH:6][C:7]=1[CH3:8].C>[Pd].CO>[CH3:1][C:2]1[CH:3]=[C:4]([CH2:9][CH2:10][C:11]([OH:13])=[O:12])[CH:5]=[CH:6][C:7]=1[CH3:8]. Reactants: CC=1C=C(C=CC1C)C=CC(=O)O (3-(3,4-dimethyl-phenyl)-acrylic acid), C (charcoal). Conditions: time 4 hour. The product is expected product, CC=1C=C(C=CC1C)CCC(=O)O (3-(3,4-dimethyl-phenyl)-propionic acid). Reagents/catalysts: [Pd] (palladium). Isolated yield 83.4%. Procedure: To tert-butyl 4-{2-[(3,5-bis-trifluoromethyl-benzyl)-(4′-fluoro-5′-isopropyl-4,5,2′-trimethoxy-biphenyl-2-ylmethyl)-amino]-pyrimidin-5-yloxy}-butyrate (129 mg) is added a 4N-hydrogen chloride/dioxane solution (3 ml) and the mixture is stirred at room temperature for 7 hours. To the reaction solution are added a saturated aqueous sodium hydroxide solution and ethyl acetate, and the mixture is separated, and the organic layer is washed with a saturated brine, dried over magnesium sulfate, and conc... Solvent: C(C)(=O)OCC (ethyl acetate). The product is FC(C=1C=C(CN(C2=NC=C(C=N2)OCCCC(=O)O)CC2=C(C=C(C(=C2)OC)OC)C2=C(C=C(C(=C2)C(C)C)F)OC)C=C(C1)C(F)(F)F)(F)F (4-{2-[(3,5-bis-trifluoromethyl-benzyl)-(4′-fluoro-5′-isopropyl-4,5,2′-trimethoxy-biphenyl-2-ylmethyl)-amino]-pyrimidin-5-yloxy}-butyric acid). Conditions: time 7 hour. As a reaction SMILES: [F:1][C:2]([F:56])([F:55])[C:3]1[CH:4]=[C:5]([CH:48]=[C:49]([C:51]([F:54])([F:53])[F:52])[CH:50]=1)[CH2:6][N:7]([CH2:25][C:26]1[CH:31]=[C:30]([O:32][CH3:33])[C:29]([O:34][CH3:35])=[CH:28][C:27]=1[C:36]1[CH:41]=[C:40]([CH:42]([CH3:44])[CH3:43])[C:39]([F:45])=[CH:38][C:37]=1[O:46][CH3:47])[C:8]1[N:13]=[CH:12][C:11]([O:14][CH2:15][CH2:16][CH2:17][C:18]([O:20]C(C)(C)C)=[O:19])=[CH:10][N:9]=1.Cl.O1CCOCC1.[OH-].[Na+]>C(OCC)(=O)C>[F:55][C:2]([F:1])([F:56])[C:3]1[CH:4]=[C:5]([CH:48]=[C:49]([C:51]([F:52])([F:54])[F:53])[CH:50]=1)[CH2:6][N:7]([CH2:25][C:26]1[CH:31]=[C:30]([O:32][CH3:33])[C:29]([O:34][CH3:35])=[CH:28][C:27]=1[C:36]1[CH:41]=[C:40]([CH:42]([CH3:43])[CH3:44])[C:39]([F:45])=[CH:38][C:37]=1[O:46][CH3:47])[C:8]1[N:13]=[CH:12][C:11]([O:14][CH2:15][CH2:16][CH2:17][C:18]([OH:20])=[O:19])=[CH:10][N:9]=1 |f:1.2,3.4|. The reactants are FC(C=1C=C(CN(C2=NC=C(C=N2)OCCCC(=O)OC(C)(C)C)CC2=C(C=C(C(=C2)OC)OC)C2=C(C=C(C(=C2)C(C)C)F)OC)C=C(C1)C(F)(F)F)(F)F (tert-butyl 4-{2-[(3,5-bis-trifluoromethyl-benzyl)-(4′-fluoro-5′-isopropyl-4,5,2′-trimethoxy-biphenyl-2-ylmethyl)-amino]-pyrimidin-5-yloxy}-butyrate), Cl.O1CCOCC1 (hydrogen chloride dioxane), [OH-].[Na+] (sodium hydroxide).